describe an organic reaction: reactants, conditions, products, and yield From a dataset of the Open Reaction Database (ORD), a public repository of structured organic reaction records. Starting materials: C(C1=CC=CC=C1)(=O)N1C[C@@H]2C=3C(=C(C=CC13)I)C[C@@H](C2)N(CCC)CCC (1-benzoyl-(2aS,4R)-6-iodo-4-(di-n-propylamino)-1,2,2a,3,4,5-hexahydrobenz[cd]indole), C[SiH](C)C.C#C.C[Sn](C)C (trimethyltin acetylene trimethylsilane), tetrakis-triphenylphosphine palladium. Solvent: C1(=CC=CC=C1)C (toluene). Run at time 4 hour. Yields the product C(#C)C1=C2C=3[C@@H](CNC3C=C1)C[C@H](C2)N(CCC)CCC ((2aS,4R)-6-ethynyl-4-(di-n-propylamino)-1,2,2a,3,4,5-hexahydrobenz[cd]indole). Yield: 136.4%. RXN SMILES: C([N:9]1[C:17]2[CH:16]=[CH:15][C:14](I)=[C:13]3[CH2:19][C@H:20]([N:22]([CH2:26][CH2:27][CH3:28])[CH2:23][CH2:24][CH3:25])[CH2:21][C@@H:11]([C:12]=23)[CH2:10]1)(=O)C1C=CC=CC=1.C[SiH](C)C.[CH:33]#[CH:34].C[Sn](C)C>C1(C)C=CC=CC=1>[C:33]([C:14]1[CH:15]=[CH:16][C:17]2[NH:9][CH2:10][C@H:11]3[CH2:21][C@@H:20]([N:22]([CH2:26][CH2:27][CH3:28])[CH2:23][CH2:24][CH3:25])[CH2:19][C:13]=1[C:12]=23)#[CH:34] |f:1.2.3,^1:35|. Procedure details: 1-benzoyl-(2aS,4R)-6-iodo-4-(di-n-propylamino)-1,2,2a,3,4,5-hexahydrobenz[cd]indole (100 mg, 0.205 mmol) and trimethyltin acetylene trimethylsilane (272 mg, 1.0 mmol, 3 eq) was dissolved in anhydrous toluene (5 mL), to which was then added tetrakis-triphenylphosphine palladium (20 mg, 0.017 mmol, 0.05 eq). The resulting light yellow solution was brought to reflux under N2 atmosphere. After 4 hr, the reaction mixture was cooled to room temperature, filtered and concentrated to dryness. The residu... Starting materials: Cl (hydrochloric acid), C(CO)O (ethylene glycol), [OH-].[K+] (potassium hydroxide), CSC1=NN=C2CC3=C(C=CN21)C=CC=C3 (3-methylthio-11H-s-triazolo[3,4-b][3]benzazepine). The solvent is O (water). Reaction conditions: time 2 hour. Product: N=1NC(N2C1CC1=C(C=C2)C=CC=C1)=O (2,11-dihydro-3H-s-triazolo[3,4-b][3]benzazepin-3-one). RXN SMILES: [CH2:1]([OH:4])CO.[OH-].[K+].CSC1[N:18]2[C:12]([CH2:13][C:14]3[CH:22]=[CH:21][CH:20]=[CH:19][C:15]=3[CH:16]=[CH:17]2)=[N:11][N:10]=1.Cl>O>[N:11]1[NH:10][C:1](=[O:4])[N:18]2[CH:17]=[CH:16][C:15]3[CH:19]=[CH:20][CH:21]=[CH:22][C:14]=3[CH2:13][C:12]=12 |f:1.2|. Reported procedure: To 2 ml of ethylene glycol was added 0.2 g of potassium hydroxide, followed by addition of 0.23 g of 3-methylthio-11H-s-triazolo[3,4-b][3]benzazepine. The mixture was stirred at 150°-160° C. for 2 hours, after which water was added. The mixture was made acidic with 4N-hydrochloric acid and extracted with chloroform. The chloroform layer was washed with water and dried over Na2SO4. The solvent was evaporated off and the residue was treated with ethyl acetate. By the above procedure was obtained 2... The reactants are CNCCO (2-methylamino-ethanol), COC(=O)C1=NN(C=C1NC(=O)C1=NC(=CC=C1NC=1C=NC=NC1)C1CC1)C (4-{[6-cyclopropyl-3-(pyrimidin-5-ylamino)-pyridine-2-carbonyl]-amino}-1-methyl-1H-pyrazole-3-carboxylic acid methyl ester). The product is OCCN(C(=O)C1=NN(C=C1NC(=O)C1=NC(=CC=C1NC=1C=NC=NC1)C1CC1)C)C (6-Cyclopropyl-3-(pyrimidin-5-ylamino)-pyridine-2-carboxylic acid {3-[(2-hydroxy-ethyl)-methyl-carbamoyl]-1-methyl-1H-pyrazol-4-yl}-amide). Yield: 13.0%. As a reaction SMILES: [CH3:1][NH:2][CH2:3][CH2:4][OH:5].CO[C:8]([C:10]1[C:14]([NH:15][C:16]([C:18]2[C:23]([NH:24][C:25]3[CH:26]=[N:27][CH:28]=[N:29][CH:30]=3)=[CH:22][CH:21]=[C:20]([CH:31]3[CH2:33][CH2:32]3)[N:19]=2)=[O:17])=[CH:13][N:12]([CH3:34])[N:11]=1)=[O:9]>>[OH:5][CH2:4][CH2:3][N:2]([CH3:1])[C:8]([C:10]1[C:14]([NH:15][C:16]([C:18]2[C:23]([NH:24][C:25]3[CH:26]=[N:27][CH:28]=[N:29][CH:30]=3)=[CH:22][CH:21]=[C:20]([CH:31]3[CH2:32][CH2:33]3)[N:19]=2)=[O:17])=[CH:13][N:12]([CH3:34])[N:11]=1)=[O:9]. Reported procedure: According to the general method described in step 5 of example 27, reaction of 2-methylamino-ethanol with 4-{[6-cyclopropyl-3-(pyrimidin-5-ylamino)-pyridine-2-carbonyl]-amino}-1-methyl-1H-pyrazole-3-carboxylic acid methyl ester provided the title compound (13%) as amorphous yellow solid. Reactants: ClC1=C(OC2=CC=NC=C2C(=O)NC=2C(=NC=CC2)N(C)C)C=C(C=C1)Cl (4-(2,5-dichloro-phenoxy)-N-(2-dimethylamino-pyridin-3-yl)-nicotinamide), CCCCCCC.C(C)(=O)OCC (n-heptane ethyl acetate). Product: ClC1=C(OC2=CC=NC=C2C(=O)N(C)C=2C(=NC=CC2)N(C)C)C=C(C=C1)Cl (4-(2,5-Dichloro-phenoxy)-N-(2-dimethylamino-pyridin-3-yl)-N-methyl-nicotinamide). RXN SMILES: [Cl:1][C:2]1[CH:26]=[CH:25][C:24]([Cl:27])=[CH:23][C:3]=1[O:4][C:5]1[C:10]([C:11]([NH:13][C:14]2[C:15]([N:20]([CH3:22])[CH3:21])=[N:16][CH:17]=[CH:18][CH:19]=2)=[O:12])=[CH:9][N:8]=[CH:7][CH:6]=1.[CH3:28]CCCCCC.C(OCC)(=O)C>>[Cl:1][C:2]1[CH:26]=[CH:25][C:24]([Cl:27])=[CH:23][C:3]=1[O:4][C:5]1[C:10]([C:11]([N:13]([C:14]2[C:15]([N:20]([CH3:22])[CH3:21])=[N:16][CH:17]=[CH:18][CH:19]=2)[CH3:28])=[O:12])=[CH:9][N:8]=[CH:7][CH:6]=1 |f:1.2|. Reported procedure: The title compound was prepared in analogy to Example 12, from 4-(2,5-dichloro-phenoxy)-N-(2-dimethylamino-pyridin-3-yl)-nicotinamide and using a gradient of n-heptane:ethyl acetate (100:0 to 0:100) for the chromatographic purification. Colorless oil (67%). MS (ESI): m/z=417.088 [M+H]+. The reactants are O1CCC=2C1=CC=CC2C(=O)O (2,3-dihydrobenzofuran-4-carboxylic acid), [H-].[H-].[H-].[H-].[Li+].[Al+3] (LAH). Run in C1CCOC1 (THF). The product is O1CCC2=C1C=CC=C2CO ((2,3-Dihydrobenzofuran-4-yl)methanol). RXN SMILES: [O:1]1[C:5]2=[CH:6][CH:7]=[CH:8][C:9]([C:10](O)=[O:11])=[C:4]2[CH2:3][CH2:2]1.[H-].[H-].[H-].[H-].[Li+].[Al+3]>C1COCC1>[O:1]1[C:5]2[CH:6]=[CH:7][CH:8]=[C:9]([CH2:10][OH:11])[C:4]=2[CH2:3][CH2:2]1 |f:1.2.3.4.5.6|. Procedure: A solution of 2,3-dihydrobenzofuran-4-carboxylic acid (10 g, 61 mmol) in THF (100 mL) was stirred as LAH (4.64 g, 122 mmol) was slowly added. The mixture was heated to reflux for 30 min. The mixture was cooled and quenched cautiously with ethyl acetate and then with 1N HCl (150 mL). The mixture was then made acidic with 12N HCl until all the inorganic precipitate dissolved. The organic layer was separated, and the inorganic layer was extracted twice with ethyl acetate. The organic layers were co... The reactants are COC(=O)C1=C(N(CCC1)C1=C(C=C(C=C1C)C)Cl)SC (1-(2-Chloro-4,6-dimethyl phenyl)-2-methylsulfanyl-1,4,5,6-tetrahydropyridine-3-carboxylic acid methyl ester), CNN (methylhydrazine), O.C1(=CC=C(C=C1)S(=O)(=O)O)C (p-toluenesulfonic acid monohydrate). The solvent is CO (methanol). Run at temperature 130 celsius, time 24 hour. Yields the product ClC1=C(C(=CC(=C1)C)C)N1C2=C(CCC1)C(N(N2)C)=O (7-(2-chloro-4,6-dimethylphenyl)-2-methyl-1,2,4,5,6,7-hexahydropyrazolo-[3,4-b]pyridin-3-one). Reaction SMILES: C[O:2][C:3]([C:5]1[CH2:10][CH2:9][CH2:8][N:7]([C:11]2[C:16]([CH3:17])=[CH:15][C:14]([CH3:18])=[CH:13][C:12]=2[Cl:19])[C:6]=1SC)=O.[CH3:22][NH:23][NH2:24].O.C1(C)C=CC(S(O)(=O)=O)=CC=1>CO>[Cl:19][C:12]1[CH:13]=[C:14]([CH3:18])[CH:15]=[C:16]([CH3:17])[C:11]=1[N:7]1[CH2:8][CH2:9][CH2:10][C:5]2[C:3](=[O:2])[N:23]([CH3:22])[NH:24][C:6]1=2 |f:2.3|. Reported procedure: 1-(2-Chloro-4,6-dimethyl phenyl)-2-methylsulfanyl-1,4,5,6-tetrahydropyridine-3-carboxylic acid methyl ester (4.99 g), methylhydrazine (16.4 mL), p-toluenesulfonic acid monohydrate (2.91 g), and methanol (75 mL) were combined in a glass vessel sealed with a Telfon™ screw cap. The reaction mixture was stirred in a 130° C. oil bath for 24 h, then cooled to room temperature and concentrated on the rotary evaporator. The residue was chromatographed on silica gel using a methanol/dichloromethane gradi... Reactants: C=CCN(CC)CC, CCN(CC)C(C)CP(c1ccccc1)c1ccccc1, c1ccc(Pc2ccccc2)cc1. As a reaction SMILES: [CH2:1]([CH:2]=[CH2:3])[N:4]([CH2:5][CH3:6])[CH2:7][CH3:8].[CH2:22]([N:23]([CH2:24][CH3:25])[CH:26]([CH3:27])[CH2:28][P:29]([c:30]1[cH:31][cH:32][cH:33][cH:34][cH:35]1)[c:36]1[cH:37][cH:38][cH:39][cH:40][cH:41]1)[CH3:42].[c:9]1([PH:15][c:16]2[cH:17][cH:18][cH:19][cH:20][cH:21]2)[cH:10][cH:11][cH:12][cH:13][cH:14]1>>[CH2:1]([CH2:2][CH2:3][P:15]([c:9]1[cH:10][cH:11][cH:12][cH:13][cH:14]1)[c:16]1[cH:17][cH:18][cH:19][cH:20][cH:21]1)[N:4]([CH2:5][CH3:6])[CH2:7][CH3:8]. The product is CCN(CC)CCCP(c1ccccc1)c1ccccc1. Starting materials: C(=O)C1CCC=2C(=CC=CC12)C#N (1-formyl-2,3-dihydro-1H-indene-4-carbonitrile), N1(CCNCC1)C(=O)OC(C)(C)C (tert-butyl piperazine-1-carboxylate). The solvent is C(C1=CC=CC=C1)#N (benzonitrile). Product: N1(CCNCC1)CC1CCC=2C(=CC=CC12)C#N (1-(Piperazin-1-ylmethyl)-2,3-dihydro-1H-indene-4-carbonitrile). As a reaction SMILES: [CH:1]([CH:3]1[C:11]2[CH:10]=[CH:9][CH:8]=[C:7]([C:12]#[N:13])[C:6]=2[CH2:5][CH2:4]1)=O.[N:14]1(C(OC(C)(C)C)=O)[CH2:19][CH2:18][NH:17][CH2:16][CH2:15]1>C(#N)C1C=CC=CC=1>[N:14]1([CH2:1][CH:3]2[C:11]3[CH:10]=[CH:9][CH:8]=[C:7]([C:12]#[N:13])[C:6]=3[CH2:5][CH2:4]2)[CH2:19][CH2:18][NH:17][CH2:16][CH2:15]1. Procedure details: 1-(Piperazin-1-ylmethyl)-2,3-dihydro-1H-indene-4-carbonitrile was prepared starting from 1-formyl-2,3-dihydro-1H-indene-4-carbonitrile and tert-butyl piperazine-1-carboxylate in two steps in an analogous fashion to that described for the synthesis of 2-methoxy-4-[2-piperazin-1-yl)ethyl]benzonitrile above. 1H-NMR (400 MHz, MeOD) δ ppm 7.68 (d, J=7.8 Hz, 1H), 7.58 (d, J=7.8 Hz, 1H), 7.40 (t, J=7.4 Hz, 1H), 3.64˜3.88 (m, 10H), 3.40˜3.46 (m, 1H), 3.20˜3.30 (m, 1H), 3.07˜3.16 (m, 1H), 2.55˜2.70 (m, 1... Starting materials: IC1=CC(=C(C=C1)N=C1SC2(CN1)CCCC2)C(C)C (2-(4-iodo-2-isopropylphenylimino)-1-thia-3-azaspiro[4.4]nonane), C1(CCCC1)Br (cyclopentyl bromide). Yields the product C1(CCCC1)N1C(SC2(C1)CCCC2)=NC2=C(C=C(C=C2)I)C(C)C (3-cyclopentyl-2-(4-iodo-2-isopropylphenylimino)-1-thia-3-azaspiro[4.4]nonane). As a reaction SMILES: [I:1][C:2]1[CH:7]=[CH:6][C:5]([N:8]=[C:9]2[NH:13][CH2:12][C:11]3([CH2:17][CH2:16][CH2:15][CH2:14]3)[S:10]2)=[C:4]([CH:18]([CH3:20])[CH3:19])[CH:3]=1.[CH:21]1(Br)[CH2:25][CH2:24][CH2:23][CH2:22]1>>[CH:21]1([N:13]2[CH2:12][C:11]3([CH2:17][CH2:16][CH2:15][CH2:14]3)[S:10][C:9]2=[N:8][C:5]2[CH:6]=[CH:7][C:2]([I:1])=[CH:3][C:4]=2[CH:18]([CH3:20])[CH3:19])[CH2:25][CH2:24][CH2:23][CH2:22]1. Reported procedure: 2-Isopropylaniline was converted to 4-iodo-2-isopropylaniline according to Method A5a. The aniline was converted to 4-iodo-2-isopropylphenyl isothiocyanate according to Method A2b. 1-Amino-1-(hydroxymethyl)cyclopentane was synthesized as described in Method B1c. The 2-hydroxyethylamine was reacted with SOCl2 according to Method B7a to give 1-amino-1-(chloromethyl)cyclopentane HCl salt. The 2-chloroethylamine was reacted with 4-iodo-2-isopropylphenyl isothiocyanate according to Method C1a to give...